Dataset: the Open Reaction Database (ORD), a public repository of structured organic reaction records. Task: describe an organic reaction: reactants, conditions, products, and yield RXN SMILES: [CH:1](NC(C)C)(C)C.C([Li])CCC.[CH3:13][CH:14]([CH2:20][CH2:21][CH2:22][CH2:23][CH2:24][CH2:25][CH3:26])[C:15]([O:17][CH2:18][CH3:19])=[O:16].CI.CN(P(N(C)C)(N(C)C)=O)C.[Cl-].[NH4+]>C1COCC1>[CH3:13][C:14]([CH3:1])([CH2:20][CH2:21][CH2:22][CH2:23][CH2:24][CH2:25][CH3:26])[C:15]([O:17][CH2:18][CH3:19])=[O:16] |f:5.6|. Procedure: To a solution of diisopropylamine (10.7 ml, 76.6 mmol) in anhydrous THF (100 ml) was added dropwise n-butyl lithium (1.61N, 47.6 ml, 76.6 mmol) at -78° C. under argon stream. After stirring the mixture at -78° C. for 30 minutes, ethyl 2-methylnonanoate (9.6028 g, 47.9 mmol) was added dropwise and the mixture was further stirred at -78° C. for 30 minutes. A solution of methyl iodide (5.5 ml, 88.3 mmol) in HMPA (2.5 ml, 14.4 mmol) was dropwise added and the mixture was stirred at -78° C. for 40 mi... Run in C1CCOC1 (THF). The product is CC(C(=O)OCC)(CCCCCCC)C (ethyl 2,2-dimethylnonanoate). The reactants are C(C)(C)NC(C)C (diisopropylamine), C(CCC)[Li] (n-butyl lithium), CI (methyl iodide), CN(C)P(=O)(N(C)C)N(C)C (HMPA), CC(C(=O)OCC)CCCCCCC (ethyl 2-methylnonanoate), [Cl-].[NH4+] (ammonium chloride). The yield is 94.1%. Run at temperature -78 celsius, time 30 minute. Starting materials: CCCCCCCCO, CCCCCCCCOc1ccc(-c2ncc(O)cc2Cl)cc1, CCOC(=O)N=NC(=O)OCC, C1CCOC1, c1ccc(P(c2ccccc2)c2ccccc2)cc1. The product is CCCCCCCCOc1ccc(-c2ncc(OCCCCCCCC)cc2Cl)cc1. RXN SMILES: [CH2:55]([CH2:56][CH2:57][CH2:58][CH2:59][CH2:60][CH2:61][CH3:62])[OH:63].[Cl:32][c:33]1[c:34](-[c:40]2[cH:41][cH:42][c:43]([O:46][CH2:47][CH2:48][CH2:49][CH2:50][CH2:51][CH2:52][CH2:53][CH3:54])[cH:44][cH:45]2)[n:35][cH:36][c:37]([OH:39])[cH:38]1.[O:1]=[C:2]([O:3][CH2:4][CH3:5])[N:6]=[N:7][C:8]([O:9][CH2:10][CH3:11])=[O:12].[O:64]1[CH2:65][CH2:66][CH2:67][CH2:68]1.[c:13]1([P:14]([c:15]2[cH:16][cH:17][cH:18][cH:19][cH:20]2)[c:21]2[cH:22][cH:23][cH:24][cH:25][cH:26]2)[cH:27][cH:28][cH:29][cH:30][cH:31]1>>[Cl:32][c:33]1[c:34](-[c:40]2[cH:41][cH:42][c:43]([O:46][CH2:47][CH2:48][CH2:49][CH2:50][CH2:51][CH2:52][CH2:53][CH3:54])[cH:44][cH:45]2)[n:35][cH:36][c:37]([O:39][CH2:55][CH2:56][CH2:57][CH2:58][CH2:59][CH2:60][CH2:61][CH3:62])[cH:38]1. Starting materials: FC(C(=O)O)(CC=C)F (2,2-difluoro-4-pentenoic acid), colourless oil, C(C)O (ethanol). Yields the product FC(C(=O)OCC)(CC=C)F (Ethyl 2,2-Difluoro-4-pentenoate). As a reaction SMILES: [F:1][C:2]([F:9])([CH2:6][CH:7]=[CH2:8])[C:3]([OH:5])=[O:4].[CH2:10](O)[CH3:11]>>[F:1][C:2]([F:9])([CH2:6][CH:7]=[CH2:8])[C:3]([O:5][CH2:10][CH3:11])=[O:4]. Procedure: Analogously to Example 1, 38.5 g (0.28 mol) of 2,2-difluoro-4-pentenoic acid are esterified with ethanol. Yield: 41.3 g (89%) of a colourless oil of boiling point 55°-57° C./52 mbar, 1H-NMR (60 MHz, CDCl3): 6.1-5.0 (m, 3H); 4.30 (qa, J=7 Hz, 2H); 2.85 (d x t, J=16 Hz, 2H); 1.35 (t, J=7 Hz, 3H). Reactants: [N+](=O)([O-])C1=CC=C(COC(=O)C2CN(CCN2C(=O)OCC2=CC=C(C=C2)[N+](=O)[O-])C(=O)[C@H]2N(C[C@H](C2)SC=2[C@@H]([C@H]3N(C2C(=O)OCC2=CC=C(C=C2)[N+](=O)[O-])C([C@@H]3[C@@H](C)O)=O)C)C(=O)OCC3=CC=C(C=C3)[N+](=O)[O-])C=C1 (4-nitrobenzyl (1R, 5S, 6S)-2-{(2S, 4S)-2-[3-(4-nitrobenzyloxycarbonyl)-4-(4-nitrobenzyloxycarbonyl)-1-piperazinylcarbonyl]-1-(4-nitrobenzyloxycarbonyl)pyrrolidin-4-ylthio}-6-[(1R)-1-hydroxyethyl]-1-methyl-1-carbapen-2-em-3-carboxylate). The solvent is O1CCCC1 (tetrahydrofuran), O (water). Yields the product C(=O)(O)C1CN(CCN1)C(=O)[C@H]1NC[C@H](C1)SC=1[C@@H]([C@H]2N(C1C(=O)O)C([C@@H]2[C@@H](C)O)=O)C ((1R, 5S, 6S)-2-[(2S, 4S)-2-(3-Carboxy-1-piperazinylcarbonyl)pyrrolidin-4ylthio]-6-[(1R)-1-hydroxyethyl]-1-methyl-1-carbapen-2-em-3-carboxylic acid). Yield: 51.2%. RXN SMILES: [N+](C1C=CC(C[O:9][C:10]([CH:12]2[N:17](C(OCC3C=CC([N+]([O-])=O)=CC=3)=O)[CH2:16][CH2:15][N:14]([C:31]([C@@H:33]3[CH2:37][C@H:36]([S:38][C:39]4[C@H:40]([CH3:63])[C@@H:41]5[C@@H:58]([C@H:59]([OH:61])[CH3:60])[C:57](=[O:62])[N:42]5[C:43]=4[C:44]([O:46]CC4C=CC([N+]([O-])=O)=CC=4)=[O:45])[CH2:35][N:34]3C(OCC3C=CC([N+]([O-])=O)=CC=3)=O)=[O:32])[CH2:13]2)=[O:11])=CC=1)([O-])=O>O1CCCC1.O>[C:10]([CH:12]1[NH:17][CH2:16][CH2:15][N:14]([C:31]([C@@H:33]2[CH2:37][C@H:36]([S:38][C:39]3[C@H:40]([CH3:63])[C@@H:41]4[C@@H:58]([C@H:59]([OH:61])[CH3:60])[C:57](=[O:62])[N:42]4[C:43]=3[C:44]([OH:46])=[O:45])[CH2:35][NH:34]2)=[O:32])[CH2:13]1)([OH:11])=[O:9]. Reported procedure: 160 mg of 4-nitrobenzyl (1R, 5S, 6S)-2-{(2S, 4S)-2-[3-(4-nitrobenzyloxycarbonyl)-4-(4-nitrobenzyloxycarbonyl)-1-piperazinylcarbonyl]-1-(4-nitrobenzyloxycarbonyl)pyrrolidin-4-ylthio}-6-[(1R)-1-hydroxyethyl]-1-methyl-1-carbapen-2-em-3-carboxylate [prepared as described in step (a) above] were dissolved in 3 ml of a 1:1 by volume mixture of tetrahydrofuran and water, and the mixture was hydrogenated by bubbling hydrogen through it at room temperature for 2 hours in the presence of 160 mg of 10% w/w... Starting materials: O (water), C(C)(=O)OCC (ethyl acetate), BrC1=CC=C(S1)C(=O)N1CCN(CC1)NC(=O)C1=NN(C(=C1OC)C1=CC=C(C=C1)Cl)C1=C(C=CC=C1)Cl (3-[N-[4-(5-bromo-2-thenoyl)piperazin-1-yl)carbamoyl]-1-(2-chlorophenyl)-5-(4-chloro phenyl)-4-methoxy-1H-pyrazole), CN(C=O)C (dimethylformamide). Reagents/catalysts: [C-]#N.[Zn+2].[C-]#N (zinc cyanide), C=1C=CC(=CC1)/C=C/C(=O)/C=C/C2=CC=CC=C2.C=1C=CC(=CC1)/C=C/C(=O)/C=C/C2=CC=CC=C2.C=1C=CC(=CC1)/C=C/C(=O)/C=C/C2=CC=CC=C2.[Pd].[Pd] (tris(dibenzylideneacetone)-dipalladium), C1(=CC=CC=C1)P([C-]1C=CC=C1)C1=CC=CC=C1.[C-]1(C=CC=C1)P(C1=CC=CC=C1)C1=CC=CC=C1.[Fe+2] (1,1′-bis(diphenylphosphino)ferrocene). Conditions: temperature 180 celsius, time 15 minute. Product: C(#N)C1=CC=C(S1)C(=O)N1CCN(CC1)NC(=O)C1=NN(C(=C1OC)C1=CC=C(C=C1)Cl)C1=C(C=CC=C1)Cl (3-[N-[4-(5-cyano-2-thenoyl)piperazin-1-yl)carbamoyl]-1-(2-chlorophenyl)-5-(4-chloro-phenyl)-4-methoxy-1H-pyrazole). Isolated yield 83.0%. RXN SMILES: Br[C:2]1[S:6][C:5]([C:7]([N:9]2[CH2:14][CH2:13][N:12]([NH:15][C:16]([C:18]3[C:22]([O:23][CH3:24])=[C:21]([C:25]4[CH:30]=[CH:29][C:28]([Cl:31])=[CH:27][CH:26]=4)[N:20]([C:32]4[CH:37]=[CH:36][CH:35]=[CH:34][C:33]=4[Cl:38])[N:19]=3)=[O:17])[CH2:11][CH2:10]2)=[O:8])=[CH:4][CH:3]=1.O.C(OCC)(=O)C.[CH3:46][N:47](C)C=O>[C-]#N.[Zn+2].[C-]#N.C1C=CC(/C=C/C(/C=C/C2C=CC=CC=2)=O)=CC=1.C1C=CC(/C=C/C(/C=C/C2C=CC=CC=2)=O)=CC=1.C1C=CC(/C=C/C(/C=C/C2C=CC=CC=2)=O)=CC=1.[Pd].[Pd].C1(P(C2C=CC=CC=2)[C-]2C=CC=C2)C=CC=CC=1.[C-]1(P(C2C=CC=CC=2)C2C=CC=CC=2)C=CC=C1.[Fe+2]>[C:46]([C:2]1[S:6][C:5]([C:7]([N:9]2[CH2:10][CH2:11][N:12]([NH:15][C:16]([C:18]3[C:22]([O:23][CH3:24])=[C:21]([C:25]4[CH:26]=[CH:27][C:28]([Cl:31])=[CH:29][CH:30]=4)[N:20]([C:32]4[CH:37]=[CH:36][CH:35]=[CH:34][C:33]=4[Cl:38])[N:19]=3)=[O:17])[CH2:13][CH2:14]2)=[O:8])=[CH:4][CH:3]=1)#[N:47] |f:4.5.6,7.8.9.10.11,12.13.14|. Reported procedure: To a solution of the compound obtained in Example 24A (49 mg) in dimethylformamide (1 mL) was added zinc cyanide (6 mg), tris(dibenzylideneacetone)-dipalladium (1.5 mg) and 1,1′-bis(diphenylphosphino)ferrocene (DPPF, 1.8 mg) and the mixture was stirred at 180° C. for 15 minutes in a microwave reactor. After cooling to room temperature, to the reaction mixture was added water and ethyl acetate. The mixture was stirred and the organic layer was extracted by diatomaceous earth column (CHEM ELUTE, V... The reactants are NH4OAc, Cl(=O)[O-].[Na+] (sodium chlorite), O.OP(=O)(O)[O-].[Na+] (sodium phosphate monobasic monohydrate), C1(CCCC1)OC=1C=C(C=CC1OC)[C@H](CC1=CC=NC=C1)C1=CC=C(C=C1)CC=O ((R)-4-[1-(3-Cyclopentyloxy-4-methoxyphenyl)-2-(4-pyridyl)ethyl]phenylacetaldehyde), CC(C)=CC (2-methyl-2-butene). Reagents/catalysts: C(C)(=O)O (acetic acid). Solvent: O (water), CC(C)(C)O (t-BuOH). Yields the product C1(CCCC1)OC=1C=C(C=CC1OC)[C@H](CC1=CC=NC=C1)C1=CC=C(C=C1)CC(=O)O ((R)-4-[1-(3-Cyclopentyloxy-4-methoxyphenyl)-2-(4-pyridyl)ethyl]phenylacetic acid). The yield is 82.8%. As a reaction SMILES: Cl([O-])=O.[Na+].[OH2:5].OP([O-])(O)=O.[Na+].[CH:12]1([O:17][C:18]2[CH:19]=[C:20]([C@@H:26]([C:34]3[CH:39]=[CH:38][C:37]([CH2:40][CH:41]=[O:42])=[CH:36][CH:35]=3)[CH2:27][C:28]3[CH:33]=[CH:32][N:31]=[CH:30][CH:29]=3)[CH:21]=[CH:22][C:23]=2[O:24][CH3:25])[CH2:16][CH2:15][CH2:14][CH2:13]1.CC(=CC)C>O.CC(O)(C)C.C(O)(=O)C>[CH:12]1([O:17][C:18]2[CH:19]=[C:20]([C@@H:26]([C:34]3[CH:35]=[CH:36][C:37]([CH2:40][C:41]([OH:5])=[O:42])=[CH:38][CH:39]=3)[CH2:27][C:28]3[CH:29]=[CH:30][N:31]=[CH:32][CH:33]=3)[CH:21]=[CH:22][C:23]=2[O:24][CH3:25])[CH2:13][CH2:14][CH2:15][CH2:16]1 |f:0.1,2.3.4|. Procedure: A solution of sodium chlorite (80%; 131 mg, 1.16 mmol) and sodium phosphate monobasic monohydrate (160 mg, 1.16 mmol) in water (1.1 mL) was added to a solution of (R)-4-[1-(3-cyclopentyloxy-4-methoxyphenyl)-2-(4-pyridyl)ethyl]phenylacetaldehyde from Step 5 (371 mg, 0.893 mmol) and 2-methyl-2-butene (665 μL, 6.25 mmol) in t-BuOH (8 mL). The reaction mixture was stirred at room temperature for 1.5 h before 25% aqueous NH4OAc buffer was added (a few drops of acetic acid were necessary to bring the ...